This data is from the Open Reaction Database (ORD), a public repository of structured organic reaction records. The task is: describe an organic reaction: reactants, conditions, products, and yield Reactants: CCCCP(CCCC)CCCC, CC(C)OC(C)C, COC(=O)C(=[N+]=[N-])C(=O)c1c(F)cccc1Cl. Product: COC(=O)C(=NN)C(=O)c1c(F)cccc1Cl. Reaction SMILES: [CH2:18]([P:19]([CH2:20][CH2:21][CH2:22][CH3:23])[CH2:24][CH2:25][CH2:26][CH3:27])[CH2:28][CH2:29][CH3:30].[CH:31]([O:32][CH:33]([CH3:34])[CH3:35])([CH3:36])[CH3:37].[Cl:1][c:2]1[c:3]([C:9]([C:10]([C:11](=[O:12])[O:13][CH3:14])=[N+:15]=[N-:16])=[O:17])[c:4]([F:8])[cH:5][cH:6][cH:7]1>>[Cl:1][c:2]1[c:3]([C:9]([C:10]([C:11](=[O:12])[O:13][CH3:14])=[N:15][NH2:16])=[O:17])[c:4]([F:8])[cH:5][cH:6][cH:7]1.